Dataset: the Open Reaction Database (ORD), a public repository of structured organic reaction records. Task: describe an organic reaction: reactants, conditions, products, and yield The reactants are BrC=1C=C(C=C(C1)CO)O (3-bromo-5-(hydroxymethyl)phenol), C([O-])([O-])=O.[K+].[K+] (potassium carbonate), O (water), ClC1=NC=C(C=C1)C(F)(F)F (2-Chloro-5-(trifluoromethyl)pyridine). Run in CN(C)C=O (DMF). Reaction conditions: temperature 110 celsius, time 20 minute. Product: BrC=1C=C(C=C(C1)OC1=NC=C(C=C1)C(F)(F)F)CO ((3-Bromo-5-(5-(trifluoromethyl)pyridin-2-yloxy)phenyl)methanol). The yield is 107.0%. As a reaction SMILES: [Br:1][C:2]1[CH:3]=[C:4]([OH:10])[CH:5]=[C:6]([CH2:8][OH:9])[CH:7]=1.C(=O)([O-])[O-].[K+].[K+].Cl[C:18]1[CH:23]=[CH:22][C:21]([C:24]([F:27])([F:26])[F:25])=[CH:20][N:19]=1.O>CN(C=O)C>[Br:1][C:2]1[CH:7]=[C:6]([CH2:8][OH:9])[CH:5]=[C:4]([O:10][C:18]2[CH:23]=[CH:22][C:21]([C:24]([F:27])([F:26])[F:25])=[CH:20][N:19]=2)[CH:3]=1 |f:1.2.3|. Procedure details: To a solution of 3-bromo-5-(hydroxymethyl)phenol (3.0 g, 14.77 mmol) in DMF (15 mL) under a N2 atmosphere was added potassium carbonate (4.08 g, 29.55 mmol) and the mixture was stirred for 20 min. 2-Chloro-5-(trifluoromethyl)pyridine (2.68 g, 14.77 mmol) was added at RT and then the reaction was refluxed at 110° C. overnight. The reaction mixture was cooled and water was added. The mixture was extracted with ethyl acetate three times. The organic layer was washed with brine, dried over Na2SO4 an... Reactants: O=C([O-])[O-], C1CCOC1, COCC(C)NC(=O)c1cc(I)cc(-c2ccc(C)cc2)c1, Cn1cc(B(O)O)cn1, Cc1ccccc1, [Cs+], [Cs+], c1ccc(P(c2ccccc2)(c2ccccc2)[Pd](P(c2ccccc2)(c2ccccc2)c2ccccc2)(P(c2ccccc2)(c2ccccc2)c2ccccc2)P(c2ccccc2)(c2ccccc2)c2ccccc2)cc1. The product is COCC(C)NC(=O)c1cc(-c2ccc(C)cc2)cc(-c2cnn(C)c2)c1. RXN SMILES: [C:32](=[O:33])([O-:34])[O-:35].[CH2:45]1[O:46][CH2:47][CH2:48][CH2:49]1.[CH3:1][O:2][CH2:3][CH:4]([CH3:5])[NH:6][C:7](=[O:8])[c:9]1[cH:10][c:11](-[c:16]2[cH:17][cH:18][c:19]([CH3:22])[cH:20][cH:21]2)[cH:12][c:13]([I:15])[cH:14]1.[CH3:23][n:24]1[n:25][cH:26][c:27]([B:29]([OH:30])[OH:31])[cH:28]1.[CH3:38][c:39]1[cH:40][cH:41][cH:42][cH:43][cH:44]1.[Cs+:36].[Cs+:37].[cH:50]1[cH:51][cH:52][c:53]([P:54]([Pd:55]([P:56]([c:57]2[cH:58][cH:59][cH:60][cH:61][cH:62]2)([c:63]2[cH:64][cH:65][cH:66][cH:67][cH:68]2)[c:69]2[cH:70][cH:71][cH:72][cH:73][cH:74]2)([P:75]([c:76]2[cH:77][cH:78][cH:79][cH:80][cH:81]2)([c:82]2[cH:83][cH:84][cH:85][cH:86][cH:87]2)[c:88]2[cH:89][cH:90][cH:91][cH:92][cH:93]2)[P:94]([c:95]2[cH:96][cH:97][cH:98][cH:99][cH:100]2)([c:101]2[cH:102][cH:103][cH:104][cH:105][cH:106]2)[c:107]2[cH:108][cH:109][cH:110][cH:111][cH:112]2)([c:113]2[cH:114][cH:115][cH:116][cH:117][cH:118]2)[c:119]2[cH:120][cH:121][cH:122][cH:123][cH:124]2)[cH:125][cH:126]1>>[CH3:1][O:2][CH2:3][CH:4]([CH3:5])[NH:6][C:7](=[O:8])[c:9]1[cH:10][c:11](-[c:16]2[cH:17][cH:18][c:19]([CH3:22])[cH:20][cH:21]2)[cH:12][c:13](-[c:27]2[cH:26][n:25][n:24]([CH3:23])[cH:28]2)[cH:14]1. Reactants: FC(C1=CC(=NC=2N1N=CC2C#C)C2=CC=C(C=C2)C(F)(F)F)F (7-difluoromethyl-3-ethynyl-5-(4-trifluoromethyl-phenyl)-pyrazolo[1,5-a]pyrimidine), OCCN(S(=O)(=O)C=1SC(=CC1)Br)CCO (5-Bromo-thiophene-2-sulfonic acid bis-(2-hydroxy-ethyl)-amide). Product: OCCN(S(=O)(=O)C=1SC(=CC1)C#CC=1C=NN2C1N=C(C=C2C(F)F)C2=CC=C(C=C2)C(F)(F)F)CCO (5-[7-Difluoromethyl-5-(4-trifluoromethyl-phenyl)-pyrazolo[1,5-a]pyrimidin-3-ylethynyl]-thiophene-2-sulfonic acid bis-(2-hydroxy-ethyl)-amide), solid. Yield: 27.0%. RXN SMILES: [F:1][CH:2]([F:24])[C:3]1[N:8]2[N:9]=[CH:10][C:11]([C:12]#[CH:13])=[C:7]2[N:6]=[C:5]([C:14]2[CH:19]=[CH:18][C:17]([C:20]([F:23])([F:22])[F:21])=[CH:16][CH:15]=2)[CH:4]=1.[OH:25][CH2:26][CH2:27][N:28]([CH2:38][CH2:39][OH:40])[S:29]([C:32]1[S:33][C:34](Br)=[CH:35][CH:36]=1)(=[O:31])=[O:30]>>[OH:25][CH2:26][CH2:27][N:28]([CH2:38][CH2:39][OH:40])[S:29]([C:32]1[S:33][C:34]([C:13]#[C:12][C:11]2[CH:10]=[N:9][N:8]3[C:3]([CH:2]([F:1])[F:24])=[CH:4][C:5]([C:14]4[CH:19]=[CH:18][C:17]([C:20]([F:23])([F:22])[F:21])=[CH:16][CH:15]=4)=[N:6][C:7]=23)=[CH:35][CH:36]=1)(=[O:31])=[O:30]. Procedure: The title compound was prepared from 7-difluoromethyl-3-ethynyl-5-(4-trifluoromethyl-phenyl)-pyrazolo[1,5-a]pyrimidine (example C.2) (169 mg, 0.5 mmol) and 5-bromo-thiophene-2-sulfonic acid bis-(2-hydroxy-ethyl)-amide (example B.53) (165 mg, 0.5 mmol) according to general procedure II. Obtained as a light brown solid (78 mg, 27%). MS (ISP) 587.1 [(M+H)+]; mp 122° C.